From a dataset of the Open Reaction Database (ORD), a public repository of structured organic reaction records. describe an organic reaction: reactants, conditions, products, and yield The reactants are C1CCOC1, CC[Mg]Cl, CCOCC, [Cl-], [Cl-], O=C(Cl)CCl, ClCCl, [Zn+2], COC(=O)c1ccc2cc[nH]c2c1. Yields the product COC(=O)c1ccc2c(C(=O)CCl)c[nH]c2c1. As a reaction SMILES: [CH2:23]1[O:24][CH2:25][CH2:26][CH2:27]1.[CH3:14][CH2:15][Mg:16][Cl:17].[CH3:28][CH2:29][O:30][CH2:31][CH3:32].[Cl-:36].[Cl-:38].[Cl:18][CH2:19][C:20](=[O:21])[Cl:22].[Cl:33][CH2:34][Cl:35].[Zn+2:37].[nH:1]1[cH:2][cH:3][c:4]2[cH:5][cH:6][c:7]([C:10](=[O:11])[O:12][CH3:13])[cH:8][c:9]12>>[nH:1]1[cH:2][c:3]([C:20]([CH2:19][Cl:18])=[O:21])[c:4]2[cH:5][cH:6][c:7]([C:10](=[O:11])[O:12][CH3:13])[cH:8][c:9]12. Starting materials: COC(=O)CBr, CN(C)C=O, [Cl-], [H-], Nc1cc(O)ccc1F, [NH4+], [Na+]. Yields the product COC(=O)COc1ccc(F)c(N)c1. RXN SMILES: [CH3:12][O:13][C:14]([CH2:15][Br:16])=[O:17].[CH3:18][N:19]([CH3:20])[CH:21]=[O:22].[Cl-:23].[H-:10].[NH2:1][c:2]1[cH:3][c:4]([OH:9])[cH:5][cH:6][c:7]1[F:8].[NH4+:24].[Na+:11]>>[NH2:1][c:2]1[cH:3][c:4]([O:9][CH2:15][C:14]([O:13][CH3:12])=[O:17])[cH:5][cH:6][c:7]1[F:8]. The reactants are BrC=1C(=CC=2CCN3C(C2C1)=C(C1=C3C(N(CCCOC1)C(C)(C)C)=O)C=1SC=CC1)OC (2-bromo-9-tert-butyl-3-methoxy-15-(2-thienyl)-5,6,9,10,11,12-hexahydro[1,5]oxazonino[8′,7′:4,5]pyrrolo[2,1-a]isoquinolin-8(14H)-one), C(CCC)[Sn](C1=NC=CN=C1)(CCCC)CCCC (2-tributylstannyl pyrazine), C(C)OCC (diethyl ether). Reagents/catalysts: C=1C=CC(=CC1)[P](C=2C=CC=CC2)(C=3C=CC=CC3)[Pd]([P](C=4C=CC=CC4)(C=5C=CC=CC5)C=6C=CC=CC6)([P](C=7C=CC=CC7)(C=8C=CC=CC8)C=9C=CC=CC9)[P](C=1C=CC=CC1)(C=1C=CC=CC1)C=1C=CC=CC1 (Pd(PPh3)4). Run in C1(=CC=CC=C1)C (toluene). The product is C(C)(C)(C)N1CCCOCC=2C(=C3N(CCC=4C=C(C(=CC34)C3=NC=CN=C3)OC)C2C1=O)C=1SC=CC1 (9-tert-butyl-3-methoxy-2-pyrazin-2-yl-15-(2-thienyl)-5,6,9,10,11,12-hexahydro[1,5]oxazonino[8′,7′:4,5]pyrrolo[2,1-a]isoquinolin-8(14H)-one). RXN SMILES: Br[C:2]1[C:3]([O:32][CH3:33])=[CH:4][C:5]2[CH2:6][CH2:7][N:8]3[C:14]4[C:15](=[O:26])[N:16]([C:22]([CH3:25])([CH3:24])[CH3:23])[CH2:17][CH2:18][CH2:19][O:20][CH2:21][C:13]=4[C:12]([C:27]4[S:28][CH:29]=[CH:30][CH:31]=4)=[C:9]3[C:10]=2[CH:11]=1.C([Sn](CCCC)(CCCC)[C:39]1[CH:44]=[N:43][CH:42]=[CH:41][N:40]=1)CCC.C(OCC)C>C1(C)C=CC=CC=1.C1C=CC([P]([Pd]([P](C2C=CC=CC=2)(C2C=CC=CC=2)C2C=CC=CC=2)([P](C2C=CC=CC=2)(C2C=CC=CC=2)C2C=CC=CC=2)[P](C2C=CC=CC=2)(C2C=CC=CC=2)C2C=CC=CC=2)(C2C=CC=CC=2)C2C=CC=CC=2)=CC=1>[C:22]([N:16]1[C:15](=[O:26])[C:14]2[N:8]3[CH2:7][CH2:6][C:5]4[CH:4]=[C:3]([O:32][CH3:33])[C:2]([C:39]5[CH:44]=[N:43][CH:42]=[CH:41][N:40]=5)=[CH:11][C:10]=4[C:9]3=[C:12]([C:27]3[S:28][CH:29]=[CH:30][CH:31]=3)[C:13]=2[CH2:21][O:20][CH2:19][CH2:18][CH2:17]1)([CH3:25])([CH3:23])[CH3:24] |^1:68,70,89,108|. Procedure: A solution of 60 mg of 7k and 125 mg of 2-tributylstannyl pyrazine and 13 mg of Pd(PPh3)4 was heated in 2 ml of degassed toluene, under N2 atmosphere for 16 hr. The reaction mixture was concentrated and the crude material was chromatographed over silica gel, using a gradient of toluene/ethyl acetate as eluent. The material thus isolated was treated with diethyl ether, to provide 13 mg of crystalline 7m; Mp 267-268° C.; MS-ESI: [M+1] 529.3. Reactants: COC(=O)C1=CN=CN1C1C(C(C2=CC=CC=C12)=O)(C)C (1-(2,2-dimethyl-3-oxo-indan-1-yl)-5-imidazolecarboxylic acid methyl ester), S(F)(F)(F)F (sulfur tetrafluoride), F (hydrogen fluoride). Yields the product COC(=O)C1=CN=CN1C1C(C(C2=CC=CC=C12)(F)F)(C)C (1-(2,2-dimethyl-3,3-difluoro-indan-1-yl)-5-imidazolecarboxylic acid methyl ester). Yield: 68.4%. RXN SMILES: [CH3:1][O:2][C:3]([C:5]1[N:9]([CH:10]2[C:18]3[C:13](=[CH:14][CH:15]=[CH:16][CH:17]=3)[C:12](=O)[C:11]2([CH3:21])[CH3:20])[CH:8]=[N:7][CH:6]=1)=[O:4].S(F)(F)(F)[F:23].[FH:27]>>[CH3:1][O:2][C:3]([C:5]1[N:9]([CH:10]2[C:18]3[C:13](=[CH:14][CH:15]=[CH:16][CH:17]=3)[C:12]([F:23])([F:27])[C:11]2([CH3:21])[CH3:20])[CH:8]=[N:7][CH:6]=1)=[O:4]. Procedure: A mixture of 11.4 g of 1-(2,2-dimethyl-3-oxo-indan-1-yl)-5-imidazolecarboxylic acid methyl ester, 43 g of sulfur tetrafluoride and 160 g of hydrogen fluoride is heated for 24 hours to +50° C. in an acid-resistant autoclave. The pressure is about 7 bars. The unreacted hydrogen fluoride is removed and the residue is taken up with methylene chloride. The organic phase is neutralized with sodium bicarbonate, washed with water, dried with sodium sulfate and concentrated to dryness. Chromatography of ... The reactants are CCO, CO, [Cl-], Nc1ccccc1C(=O)NCCc1ncc[nH]1, O=C(O)c1ccc[nH]1. The product is Cl, O=C(Nc1ccccc1C(=O)NCCc1ncc[nH]1)c1ccc[nH]1. As a reaction SMILES: [CH3:27][CH2:28][OH:29].[CH3:30][OH:31].[Cl-:18].[NH2:1][c:2]1[c:3]([C:4](=[O:5])[NH:6][CH2:7][CH2:8][c:9]2[nH:10][cH:11][cH:12][n:13]2)[cH:14][cH:15][cH:16][cH:17]1.[nH:19]1[c:20]([C:24](=[O:25])[OH:26])[cH:21][cH:22][cH:23]1>>[ClH:18].[NH:1]([c:2]1[c:3]([C:4](=[O:5])[NH:6][CH2:7][CH2:8][c:9]2[n:10][cH:11][cH:12][nH:13]2)[cH:14][cH:15][cH:16][cH:17]1)[C:24]([c:20]1[nH:19][cH:23][cH:22][cH:21]1)=[O:25]. The reactants are CN(C)C=O, Cn1c(S)nc(-c2ccncc2F)cc1=O, O=P(Cl)(Cl)Cl. Product: Cn1c(Cl)nc(-c2ccncc2F)cc1=O. Reaction SMILES: [CH3:22][N:23]([CH3:24])[CH:25]=[O:26].[F:6][c:7]1[cH:8][n:9][cH:10][cH:11][c:12]1-[c:13]1[cH:14][c:15](=[O:21])[n:16]([CH3:20])[c:17]([SH:19])[n:18]1.[P:1]([Cl:2])([Cl:3])([Cl:4])=[O:5]>>[Cl:3][c:17]1[n:16]([CH3:20])[c:15](=[O:21])[cH:14][c:13](-[c:12]2[c:7]([F:6])[cH:8][n:9][cH:10][cH:11]2)[n:18]1. Reactants: C(C1=CC=CC=C1)N(C[C@H](O)C1=CC(=CC=C1)Cl)CCC1=CC=C(C=C1)C(C1=CC=C(C=C1)O)O (4-[[4-[2-[N-benzyl-N-[(2R)-2-(3-chlorophenyl)-2-hydroxyethyl]amino]ethyl]phenyl] (hydroxy)methyl]phenol). Solvent: Cl (hydrogen chloride), O1CCOCC1 (1,4-dioxane). Run at time 5 minute. Product: ClC=1C=C(C=CC1)[C@H](CNCCC1=CC=C(CC2=CC=C(C=C2)O)C=C1)O (4-[4-[2-[[(2R)-2-(3-chlorophenyl)-2-hydroxyethyl]amino]ethyl]benzyl]phenol). Yield: 92.6%. RXN SMILES: C([N:8]([CH2:19][CH2:20][C:21]1[CH:26]=[CH:25][C:24]([CH:27](O)[C:28]2[CH:33]=[CH:32][C:31]([OH:34])=[CH:30][CH:29]=2)=[CH:23][CH:22]=1)[CH2:9][C@@H:10]([C:12]1[CH:17]=[CH:16][CH:15]=[C:14]([Cl:18])[CH:13]=1)[OH:11])C1C=CC=CC=1>Cl.O1CCOCC1>[Cl:18][C:14]1[CH:13]=[C:12]([C@@H:10]([OH:11])[CH2:9][NH:8][CH2:19][CH2:20][C:21]2[CH:22]=[CH:23][C:24]([CH2:27][C:28]3[CH:29]=[CH:30][C:31]([OH:34])=[CH:32][CH:33]=3)=[CH:25][CH:26]=2)[CH:17]=[CH:16][CH:15]=1. Procedure details: A mixture of 4-[[4-[2-[N-benzyl-N-[(2R)-2-(3-chlorophenyl)-2-hydroxyethyl]amino]ethyl]phenyl] (hydroxy)methyl]phenol (545 mg) in 4N hydrogen chloride in 1,4-dioxane (1.0 ml) was stirred for 5 minutes. The solvent was removed by evaporation. A suspension of the residue in ethanol (2.2 ml) and chlorobenzene (5.2 ml) was hydrogenated over palladium on carbon (10% w/w, 50% wet, 55 mg) under hydrogen atmosphere for 2 hours. The catalyst was filtered off, and the filtrate was evaporated. The residue w...